From a dataset of the Open Reaction Database (ORD), a public repository of structured organic reaction records. describe an organic reaction: reactants, conditions, products, and yield Reactants: NC1=CC=C(C=C1)C1=C(NC2=NC=CC=C21)C(=O)N (3-(4-aminophenyl)-1H-pyrrolo[2,3-b]pyridine-2-carboxamide), COC=1C=C(C=CC1)N=C=O (3-methoxyphenyl isocyanate). RXN SMILES: [NH2:1][C:2]1[CH:7]=[CH:6][C:5]([C:8]2[C:16]3[C:11](=[N:12][CH:13]=[CH:14][CH:15]=3)[NH:10][C:9]=2[C:17]([NH2:19])=[O:18])=[CH:4][CH:3]=1.[CH3:20][O:21][C:22]1[CH:23]=[C:24]([N:28]=[C:29]=[O:30])[CH:25]=[CH:26][CH:27]=1>>[CH3:20][O:21][C:22]1[CH:23]=[C:24]([NH:28][C:29](=[O:30])[NH:1][C:2]2[CH:3]=[CH:4][C:5]([C:8]3[C:16]4[C:11](=[N:12][CH:13]=[CH:14][CH:15]=4)[NH:10][C:9]=3[C:17]([NH2:19])=[O:18])=[CH:6][CH:7]=2)[CH:25]=[CH:26][CH:27]=1. Yields the product solid, COC=1C=C(C=CC1)NC(NC1=CC=C(C=C1)C1=C(NC2=NC=CC=C21)C(=O)N)=O (3-{4-[3-(3-methoxyphenyl)ureido]phenyl}-1H-pyrrolo[2,3-b]pyridine-2-carboxamide). Reported procedure: 55.5 mg of solid beige-coloured 3-{4-[3-(3-methoxyphenyl)ureido]phenyl}-1H-pyrrolo[2,3-b]pyridine-2-carboxamide are prepared as described in Example 7 starting with 3-(4-aminophenyl)-1H-pyrrolo[2,3-b]pyridine-2-carboxamide and 3-methoxyphenyl isocyanate. Starting materials: O=C([O-])[O-], CCCS(=O)(=O)Cl, ClCCl, Cc1cc(C(=O)c2cnn(C)c2O)c(C)c2c1S(=O)(=O)CCC2(C)C, [K+], [K+], O. Product: CCCS(=O)(=O)Oc1c(C(=O)c2cc(C)c3c(c2C)C(C)(C)CCS3(=O)=O)cnn1C. Reaction SMILES: [C:26](=[O:27])([O-:28])[O-:29].[CH2:32]([CH2:33][CH3:34])[S:35](=[O:36])(=[O:37])[Cl:38].[CH2:39]([Cl:40])[Cl:41].[CH3:1][C:2]1([CH3:25])[CH2:3][CH2:4][S:5](=[O:23])(=[O:24])[c:6]2[c:7]([CH3:22])[cH:8][c:9]([C:13](=[O:14])[c:15]3[cH:16][n:17][n:18]([CH3:21])[c:19]3[OH:20])[c:10]([CH3:12])[c:11]21.[K+:30].[K+:31].[OH2:42]>>[CH3:1][C:2]1([CH3:25])[CH2:3][CH2:4][S:5](=[O:23])(=[O:24])[c:6]2[c:7]([CH3:22])[cH:8][c:9]([C:13](=[O:14])[c:15]3[cH:16][n:17][n:18]([CH3:21])[c:19]3[O:20][S:35]([CH2:32][CH2:33][CH3:34])(=[O:36])=[O:37])[c:10]([CH3:12])[c:11]21. Procedure details: In a microwave tube, 300 mg of 1-methyl-5-nitro-6-(propan-2-yloxy)-1′,2′,3′,6′-tetrahydro-2,4′-bipyridine are introduced into 22 ml of methanol. 410 mg of ammonium formate and 345 mg of Pd/C (10%) are added. The reaction medium is microwave-heated at 80° C. for 5 minutes. The mixture is filtered on Clarcel and the Clarcel is rinsed with methanol. The filtrate is concentrated under reduced pressure, so as to give 288 mg of 6-(1-methylpiperidin-4-yl)-2-(propan-2-yloxy)pyridin-3-amine in the form o... Solvent: CO (methanol). The reactants are C(=O)[O-].[NH4+] (ammonium formate), CN1C(=CC=C(C1OC(C)C)[N+](=O)[O-])C=1CCNCC1 (1-methyl-5-nitro-6-(propan-2-yloxy)-1′,2′,3′,6′-tetrahydro-2,4′-bipyridine). Reaction conditions: temperature 80 celsius. Yields the product CN1CCC(CC1)C1=CC=C(C(=N1)OC(C)C)N (6-(1-methylpiperidin-4-yl)-2-(propan-2-yloxy)pyridin-3-amine). Reaction SMILES: C[N:2]1[CH:7]([O:8][CH:9]([CH3:11])[CH3:10])[C:6]([N+:12]([O-])=O)=[CH:5][CH:4]=[C:3]1[C:15]1[CH2:16][CH2:17][NH:18][CH2:19][CH:20]=1.[CH:21]([O-])=O.[NH4+]>[Pd].CO>[CH3:21][N:18]1[CH2:19][CH2:20][CH:15]([C:3]2[N:2]=[C:7]([O:8][CH:9]([CH3:10])[CH3:11])[C:6]([NH2:12])=[CH:5][CH:4]=2)[CH2:16][CH2:17]1 |f:1.2|. The reagents and catalysts are [Pd] (Pd/C). Yield: 107.5%. Procedure details: A solution of 18.0 g of isopropyl 2-chloro-5-[3-difluoromethyl-3,6-dihydro-4-methyl-2,6-dioxo-1(2H)-pyrimidinyl]- 4-fluorobenzoate in 60 ml of methylene chloride is stirred intensively for 5 minutes with 100 ml of concentrated sulphuric acid and subsequently poured onto 1 kg of ice. The resulting crystals are filtered off under suction. washed twice with 50 ml of water each time and dissolved in 300 ml of methanol. The mother liquor is extracted twice with 100 ml of methylene chloride each time ... RXN SMILES: [Cl:1][C:2]1[CH:13]=[C:12]([F:14])[C:11]([N:15]2[C:20](=[O:21])[CH:19]=[C:18]([CH3:22])[N:17]([CH:23]([F:25])[F:24])[C:16]2=[O:26])=[CH:10][C:3]=1[C:4]([O:6]C(C)C)=[O:5].S(=O)(=O)(O)O>C(Cl)Cl>[Cl:1][C:2]1[CH:13]=[C:12]([F:14])[C:11]([N:15]2[C:20](=[O:21])[CH:19]=[C:18]([CH3:22])[N:17]([CH:23]([F:24])[F:25])[C:16]2=[O:26])=[CH:10][C:3]=1[C:4]([OH:6])=[O:5]. The solvent is C(Cl)Cl (methylene chloride). Yields the product ClC1=C(C(=O)O)C=C(C(=C1)F)N1C(N(C(=CC1=O)C)C(F)F)=O (2-chloro-5-[3 -difluoromethyl-3.6-dihydro-4-methyl- 2,6-dioxo-1(2H)-pyrimidinyl]-4-fluorobenzoic acid). Reaction conditions: temperature 70 celsius. The reactants are ClC1=C(C(=O)OC(C)C)C=C(C(=C1)F)N1C(N(C(=CC1=O)C)C(F)F)=O (isopropyl 2-chloro-5-[3-difluoromethyl-3,6-dihydro-4-methyl-2,6-dioxo-1(2H)-pyrimidinyl]- 4-fluorobenzoate), S(O)(O)(=O)=O (sulphuric acid), ice. Run at time 1 hour. Yield: 50.6%. Reagents/catalysts: [Pd] (Pd/C). Run in CO (methanol). Yields the product NCCCCN1C(NNC1=O)=O (4-(4-aminobutyl)-1,2,4-triazolidine-3,5-dione). Reported procedure: To benzyl 4-(3,5-dioxo-1,2,4-triazolidin-4-yl)butylcarbamate (I-9b: 369 mg, 1.205 mmol) in methanol (4.819 mL) was added 10% Pd/C (51.3 mg, 0.048 mmol). The mixture was stirred at room temperature for 1 hour under 1 atm of H2, filtered over celite, rinsed with more methanol, concentrated in vacuo and dried to give 4-(4-aminobutyl)-1,2,4-triazolidine-3,5-dione (I-9c: 105 mg, 51%) as a white solid. 1H NMR (400 MHz, MeOD) δ ppm 1.51-1.79 (m, 4 H) 2.94 (t, J=7.20 Hz, 2 H) 3.50 (t, J=6.57 Hz, 2 H). RXN SMILES: [O:1]=[C:2]1[N:6]([CH2:7][CH2:8][CH2:9][CH2:10][NH:11]C(=O)OCC2C=CC=CC=2)[C:5](=[O:22])[NH:4][NH:3]1>CO.[Pd]>[NH2:11][CH2:10][CH2:9][CH2:8][CH2:7][N:6]1[C:2](=[O:1])[NH:3][NH:4][C:5]1=[O:22]. Starting materials: O=C1NNC(N1CCCCNC(OCC1=CC=CC=C1)=O)=O (benzyl 4-(3,5-dioxo-1,2,4-triazolidin-4-yl)butylcarbamate). Starting materials: C1(=CC=CC=C1)C(CCO)C1=CC=CC=C1 (3,3-diphenyl-propan-1-ol), C1(=CC=CC=C1)P(C1=CC=CC=C1)C1=CC=CC=C1 (triphenylphosphine), C(C)OC(C(CC1=CC=C(C=C1)O)OCC)=O (2-ethoxy-3-(4-hydroxy-phenyl)-propionic acid ethyl ester), CCOC(=O)/N=N/C(=O)OCC (diethylazodicarboxylate). The product is C(C)OC(C(CC1=CC=C(C=C1)OCCC(C1=CC=CC=C1)C1=CC=CC=C1)OCC)=O (3-[4-(3,3-Diphenyl-propoxy)-phenyl]-2-ethoxy-propionic acid ethyl ester). Isolated yield 55.5%. As a reaction SMILES: [C:1]1([CH:7]([C:11]2[CH:16]=[CH:15][CH:14]=[CH:13][CH:12]=2)[CH2:8][CH2:9][OH:10])[CH:6]=[CH:5][CH:4]=[CH:3][CH:2]=1.C1(P(C2C=CC=CC=2)C2C=CC=CC=2)C=CC=CC=1.[CH2:36]([O:38][C:39](=[O:52])[CH:40]([O:49][CH2:50][CH3:51])[CH2:41][C:42]1[CH:47]=[CH:46][C:45](O)=[CH:44][CH:43]=1)[CH3:37].CCOC(/N=N/C(OCC)=O)=O>>[CH2:36]([O:38][C:39](=[O:52])[CH:40]([O:49][CH2:50][CH3:51])[CH2:41][C:42]1[CH:47]=[CH:46][C:45]([O:10][CH2:9][CH2:8][CH:7]([C:1]2[CH:2]=[CH:3][CH:4]=[CH:5][CH:6]=2)[C:11]2[CH:12]=[CH:13][CH:14]=[CH:15][CH:16]=2)=[CH:44][CH:43]=1)[CH3:37]. Procedure details: Reaction of 3,3-diphenyl-propan-1-ol (110 mg, 0.5 mmol), triphenylphosphine (145 mg, 0.55 mmol), 2-ethoxy-3-(4-hydroxy-phenyl)-propionic acid ethyl ester (140 mg, 0.6 mmol) and diethylazodicarboxylate (0.09 mL, 0.55 mmol) in an identical manner to Example 1 gave the title compound (120 mg). Starting materials: C([O-])(O)=O.[Na+] (sodium bicarbonate), Cl.CN(CCCN=C=NCC)C (1-(3-dimethylaminopropyl)-3-ethylcarbodiimide hydrochloride), ice, FC(C=1C=C(C(=O)N2CC(N(C[C@H]2CC2=CNC3=CC=CC=C23)CC(=O)O)=O)C=C(C1)C(F)(F)F)(F)F ((5R)-4-[3,5-bis(trifluoromethyl)benzoyl]-1-(carboxymethyl)-5-(1H-indol-3-ylmethyl)piperazin-2-one), CN1CCNCCC1 (1-methylhomopiperazine), ON1N=NC2=C1C=CC=C2 (1-hydroxybenzotriazole). Run in O (Water), ClCCl (dichloromethane). Reaction conditions: time 1 hour. The product is Cl.FC(C=1C=C(C(=O)N2CC(N(C[C@H]2CC2=CNC3=CC=CC=C23)CC(=O)N2CCN(CCC2)C)=O)C=C(C1)C(F)(F)F)(F)F ((5R)-4-[3,5-bis(trifluoromethyl)benzoyl]-5-(1H-indol-3-ylmethyl)-1-[(4-methyl-1-homopiperazinyl)carbonylmethyl]-piperazin-2-one hydrochloride). Isolated yield 70.3%. As a reaction SMILES: [F:1][C:2]([F:37])([F:36])[C:3]1[CH:4]=[C:5]([CH:29]=[C:30]([C:32]([F:35])([F:34])[F:33])[CH:31]=1)[C:6]([N:8]1[C@H:13]([CH2:14][C:15]2[C:23]3[C:18](=[CH:19][CH:20]=[CH:21][CH:22]=3)[NH:17][CH:16]=2)[CH2:12][N:11]([CH2:24][C:25]([OH:27])=O)[C:10](=[O:28])[CH2:9]1)=[O:7].[CH3:38][N:39]1[CH2:45][CH2:44][CH2:43][NH:42][CH2:41][CH2:40]1.ON1C2C=CC=CC=2N=N1.[ClH:56].CN(C)CCCN=C=NCC.C(=O)(O)[O-].[Na+]>ClCCl.O>[ClH:56].[F:1][C:2]([F:36])([F:37])[C:3]1[CH:4]=[C:5]([CH:29]=[C:30]([C:32]([F:33])([F:34])[F:35])[CH:31]=1)[C:6]([N:8]1[C@H:13]([CH2:14][C:15]2[C:23]3[C:18](=[CH:19][CH:20]=[CH:21][CH:22]=3)[NH:17][CH:16]=2)[CH2:12][N:11]([CH2:24][C:25]([N:42]2[CH2:43][CH2:44][CH2:45][N:39]([CH3:38])[CH2:40][CH2:41]2)=[O:27])[C:10](=[O:28])[CH2:9]1)=[O:7] |f:3.4,5.6,9.10|. Reported procedure: To an ice-cooled solution of (5R)-4-[3,5-bis(trifluoromethyl)benzoyl]-1-(carboxymethyl)-5-(1H-indol-3-ylmethyl)piperazin-2-one (0.15 g), 1-methylhomopiperazine (0.032 g) and 1-hydroxybenzotriazole (0.038 g) in dichloromethane (3 ml) was added 1-(3-dimethylaminopropyl)-3-ethylcarbodiimide hydrochloride (0.055 g). The mixture was stirred at the same temperature for 1 hour and then at room temperature for 16 hours. Water and aqueous sodium bicarbonate solution were added and then the resulting mixt... Reactants: [N+](=O)([O-])C1=C(NC(C)=O)C=CC=C1 (o-nitroacetoanilide), ( XXV ), Cl (hydrochloric acid). Solvent: CO (methanol). Product: [N+](=O)([O-])C1=C(N)C=CC=C1 (o-nitroaniline). The yield is 108.7%. As a reaction SMILES: [N+:1]([C:4]1[CH:13]=[CH:12][CH:11]=[CH:10][C:5]=1[NH:6]C(=O)C)([O-:3])=[O:2].Cl>CO>[N+:1]([C:4]1[CH:13]=[CH:12][CH:11]=[CH:10][C:5]=1[NH2:6])([O-:3])=[O:2]. Reported procedure: A mixture of 1.32 g of an o-nitroacetoanilide compound having the formula (XXV), ##STR23## 5 ml of conc. hydrochloric acid and 50 ml of methanol was heated under reflux for 80 minutes. The reaction solution was concentrated, poured into ice water and alkalified with potassium carbonate. After extraction with ethyl acetate, the organic layer was washed with water and dried over anhydrous sodium sulfate. Removing the solvent from the dried layer by distillation gave 1.1 g of an o-nitroaniline comp...